From a dataset of the Open Reaction Database (ORD), a public repository of structured organic reaction records. describe an organic reaction: reactants, conditions, products, and yield The reactants are C(#N)CC=1C(=NC=CC1)C#N (3-(cyanomethyl)picolinonitrile), C[O-].[Na+] (sodium methoxide). Run in CO (MeOH). Product: COC=1C=C2C=CC=NC2=C(N1)N (6-methoxy-1,7-naphthyridin-8-amine). Yield: 9.4%. As a reaction SMILES: [C:1]([CH2:3][C:4]1[C:5]([C:10]#[N:11])=[N:6][CH:7]=[CH:8][CH:9]=1)#[N:2].[CH3:12][O-:13].[Na+]>CO>[CH3:12][O:13][C:1]1[CH:3]=[C:4]2[C:5](=[C:10]([NH2:11])[N:2]=1)[N:6]=[CH:7][CH:8]=[CH:9]2 |f:1.2|. Procedure details: To a 1 L round bottom flask was added 3-(cyanomethyl)picolinonitrile (63.6 mmol), MeOH (500 mL), followed by sodium methoxide (76.3 mmol). The mixture was heated at reflux for 18 h, after which time the solvent was removed. The residue was diluted with water (400 mL) and extracted with ethyl acetate (2×200 mL). The combined organic layers were washed with brine, dried over Na2SO4 and concentrated. The resultant crude residue was purified by silica gel to yield 6-methoxy-1,7-naphthyridin-8-amine ... Reactants: COC1=NC=CC=C1C=1C(=NC=CN1)OC1=CC=C(N)C=C1 (4-(3-(2-methoxypyridin-3-yl)pyrazin-2-yloxy)aniline), BrC1=NC=CC=C1 (2-bromopyridine), CC(C)([O-])C.[Na+] (sodium tert-butoxide). Reagents/catalysts: CC(C)C1=CC(=C(C(=C1)C(C)C)C2=C(C=CC(=C2P(C3CCCCC3)C4CCCCC4)OC)OC)C(C)C.C1=CC=C([C-]=C1)CCN.Cl[Pd+] (BrettPHOS precatalyst). Reaction conditions: temperature 90 celsius, time 8 hour. The product is COC1=NC=CC=C1C=1C(=NC=CN1)OC1=CC=C(C=C1)NC1=NC=CC=C1 (N-(4-(3-(2-METHOXYPYRIDIN-3-YL)PYRAZIN-2-YLOXY)PHENYL)PYRIDIN-2-AMINE). As a reaction SMILES: [CH3:1][O:2][C:3]1[C:8]([C:9]2[C:10]([O:15][C:16]3[CH:22]=[CH:21][C:19]([NH2:20])=[CH:18][CH:17]=3)=[N:11][CH:12]=[CH:13][N:14]=2)=[CH:7][CH:6]=[CH:5][N:4]=1.Br[C:24]1[CH:29]=[CH:28][CH:27]=[CH:26][N:25]=1.CC(C)([O-])C.[Na+]>CC(C1C=C(C(C)C)C(C2C(P(C3CCCCC3)C3CCCCC3)=C(OC)C=CC=2OC)=C(C(C)C)C=1)C.C1C=[C-]C(CCN)=CC=1.Cl[Pd+]>[CH3:1][O:2][C:3]1[C:8]([C:9]2[C:10]([O:15][C:16]3[CH:22]=[CH:21][C:19]([NH:20][C:24]4[CH:29]=[CH:28][CH:27]=[CH:26][N:25]=4)=[CH:18][CH:17]=3)=[N:11][CH:12]=[CH:13][N:14]=2)=[CH:7][CH:6]=[CH:5][N:4]=1 |f:2.3,4.5.6|. Procedure: A glass microwave reaction vessel was charged with 4-(3-(2-methoxypyridin-3-yl)pyrazin-2-yloxy)aniline (0.1874 g, 0.637 mmol), 2-bromopyridine (0.075 mL, 0.764 mmol), BrettPHOS precatalyst (10.19 mg, 0.013 mmol), and sodium tert-butoxide (0.153 g, 1.592 mmol). The flask was placed under vacuum then flushed with argon. Dioxane (2.122 mL) was added and the reaction was heated to 90° C. to stir overnight. The crude product was adsorbed onto a plug of silica gel and chromatographed to give the title... Starting materials: C(C)(=O)O[BH-](OC(C)=O)OC(C)=O.[Na+] (Sodium triacetoxyborohydride), FC(C=1C=C(C(=O)N2C(CC(CC2)=O)CC2=CC=CC=C2)C=C(C1)C(F)(F)F)(F)F ((±)-1-[3,5-bis(trifluoromethyl)benzoyl]-2-(phenylmethyl)-4-piperidinone), CN1C=CC=2C(C=3N(CCC21)C=CN3)=C3CCNCC3 (5,6,7,10-tetrahydro-7-methyl-10-(4-piperidinylidene)imidazo[1,2-a]pyrrolo[3,2-d]azepine), C(=O)([O-])[O-].[K+].[K+] (K2CO3). The solvent is ClCCCl (1,2-dichloroethane), C(C)(=O)O (acetic acid), O (Water). Reaction conditions: time 8 hour. The product is FC(C=1C=C(C(=O)N2[C@H](C[C@@H](CC2)N2CCC(CC2)=C2C=3N(CCC4=C2C=CN4C)C=CN3)CC3=CC=CC=C3)C=C(C1)C(F)(F)F)(F)F ((±)-trans-1-[3,5-bis(trifluoromethyl)benzoyl]-4-[4-(5,6,7,10-tetrahydro-7-methylimidazo[1,2-a]pyrrolo[3,2-d]azepin-10-ylidene)-1-piperidinyl]-2-(phenylmethyl)piperidine). Isolated yield 3.8%. RXN SMILES: C(O[BH-](OC(=O)C)OC(=O)C)(=O)C.[Na+].[F:15][C:16]([F:44])([F:43])[C:17]1[CH:18]=[C:19]([CH:36]=[C:37]([C:39]([F:42])([F:41])[F:40])[CH:38]=1)[C:20]([N:22]1[CH2:27][CH2:26][C:25](=O)[CH2:24][CH:23]1[CH2:29][C:30]1[CH:35]=[CH:34][CH:33]=[CH:32][CH:31]=1)=[O:21].[CH3:45][N:46]1[C:55]2[CH2:54][CH2:53][N:52]3[CH:56]=[CH:57][N:58]=[C:51]3[C:50](=[C:59]3[CH2:64][CH2:63][NH:62][CH2:61][CH2:60]3)[C:49]=2[CH:48]=[CH:47]1.C([O-])([O-])=O.[K+].[K+]>ClCCCl.O.C(O)(=O)C>[F:15][C:16]([F:44])([F:43])[C:17]1[CH:18]=[C:19]([CH:36]=[C:37]([C:39]([F:42])([F:41])[F:40])[CH:38]=1)[C:20]([N:22]1[CH2:27][CH2:26][C@@H:25]([N:62]2[CH2:63][CH2:64][C:59](=[C:50]3[C:49]4[CH:48]=[CH:47][N:46]([CH3:45])[C:55]=4[CH2:54][CH2:53][N:52]4[CH:56]=[CH:57][N:58]=[C:51]34)[CH2:60][CH2:61]2)[CH2:24][C@@H:23]1[CH2:29][C:30]1[CH:35]=[CH:34][CH:33]=[CH:32][CH:31]=1)=[O:21] |f:0.1,4.5.6|. Procedure details: Sodium triacetoxyborohydride (8.5 g) and acetic acid (2.4 g) were added dropwise to a mixture of (±)-1-[3,5-bis(trifluoromethyl)benzoyl]-2-(phenylmethyl)-4-piperidinone (4.3 g) and 5,6,7,10-tetrahydro-7-methyl-10-(4-piperidinylidene)imidazo[1,2-a]pyrrolo[3,2-d]azepine (2.7 g) in 1,2-dichloroethane (100 ml) and the mixture was stirred at RT overnight. Water and K2CO3 (5 g) were added and the layers were separated. The aqueous layer was extracted with CH2Cl2. The combined organic layers were dried... Reactants: CNC(=O)c1cc(Oc2ccc3c(c2)CNCC3)ccn1, Cc1ccc(N=C=O)cc1F, CN(C)C=O, O. The product is CNC(=O)c1cc(Oc2ccc3c(c2)CN(C(=O)Nc2ccc(C)c(F)c2)CC3)ccn1. Reaction SMILES: [CH3:1][NH:2][C:3](=[O:4])[c:5]1[n:6][cH:7][cH:8][c:9]([O:11][c:12]2[cH:13][cH:14][c:15]3[c:20]([cH:21]2)[CH2:19][NH:18][CH2:17][CH2:16]3)[cH:10]1.[F:22][c:23]1[c:24]([CH3:32])[cH:25][cH:26][c:27]([N:29]=[C:30]=[O:31])[cH:28]1.[O:34]=[CH:35][N:36]([CH3:37])[CH3:38].[OH2:33]>>[CH3:1][NH:2][C:3](=[O:4])[c:5]1[n:6][cH:7][cH:8][c:9]([O:11][c:12]2[cH:13][cH:14][c:15]3[c:20]([cH:21]2)[CH2:19][N:18]([C:30]([NH:29][c:27]2[cH:26][cH:25][c:24]([CH3:32])[c:23]([F:22])[cH:28]2)=[O:31])[CH2:17][CH2:16]3)[cH:10]1. Starting materials: C[C@H]1[C@@H]([C@H]([C@H]([C@@H](O1)O[C@@H]2[C@H]([C@@H]([C@H](O[C@H]2OC=3C=C(C4=C(C3)O[C@@H](CC4=O)C=5C=CC(=C(C5)O)OC)O)CO)O)O)O)O)O (Neohesperidin), C[C@H]1[C@@H]([C@H]([C@H]([C@@H](O1)O[C@@H]2[C@H]([C@@H]([C@H](O[C@H]2OC=3C=C(C4=C(C3)O[C@@H](CC4=O)C=5C=CC(=C(C5)O)OC)O)CO)O)O)O)O)O (neohesperidin), product ( 10 ), glycoside, C=1C=CC(=CC1)CCC(=O)C=2C=CC=CC2O (dihydrochalcone). Run in Cl (HCl). Conditions: temperature 80 celsius, time 2 hour. The product is OC1=C(C(=CC(=C1)O)O)C(CCC1=CC(=C(C=C1)OC)O)O (1-(2,4,6-trihydroxyphenyl)-3-(3′-hydroxy-4′-methoxyphenyl)-1-propanol). RXN SMILES: C[C@@H]1O[C@@H](O[C@H]2[C@H]([O:15][C:16]3[CH:17]=[C:18]([OH:36])[C:19]4[C:25](=[O:26])[CH2:24][C@@H:23]([C:27]5[CH:28]=[CH:29][C:30]([O:34][CH3:35])=[C:31]([OH:33])[CH:32]=5)[O:22][C:20]=4[CH:21]=3)O[C@H](CO)[C@@H](O)[C@@H]2O)[C@H](O)[C@H](O)[C@H]1O.C1C=CC(CCC(C2C=CC=CC=2O)=O)=CC=1>Cl>[OH:36][C:18]1[CH:17]=[C:16]([OH:15])[CH:21]=[C:20]([OH:22])[C:19]=1[CH:25]([OH:26])[CH2:24][CH2:23][C:27]1[CH:28]=[CH:29][C:30]([O:34][CH3:35])=[C:31]([OH:33])[CH:32]=1. Reported procedure: Neohesperidin is a glycoside of dihydrochalcone. A total weight of 100 mg of neohesperidin was suspended in 10 ml of 1N HCl and heated at 80° C. for 2 hours. The hydrolyzed product (10) was cooled down and extracted with ethyl acetate (3×10 ml). The ethyl acetate layers were combined, evaporated to remove ethyl acetate and dissolved in 1-propanol (5 ml). Sodium borohydride (25 mg) was added to the propanol solution and stirred at room temperature for 2 hours. After the completion of the reaction... Starting materials: COC(=O)C1CCOc2cc(Oc3ccc(C(=O)Nc4cccc(I)c4)cc3)c(C#N)cc21, O=C([O-])[O-], Cc1cccc(B(O)O)c1C, Cc1ccccc1, [Na+], [Na+], O, c1ccc(P(c2ccccc2)(c2ccccc2)[Pd](P(c2ccccc2)(c2ccccc2)c2ccccc2)(P(c2ccccc2)(c2ccccc2)c2ccccc2)P(c2ccccc2)(c2ccccc2)c2ccccc2)cc1. The product is COC(=O)C1CCOc2cc(Oc3ccc(C(=O)Nc4cccc(-c5cccc(C)c5C)c4)cc3)c(C#N)cc21. Reaction SMILES: [C:1](#[N:2])[c:3]1[cH:4][c:5]2[c:10]([cH:11][c:12]1[O:13][c:14]1[cH:15][cH:16][c:17]([C:20]([NH:21][c:22]3[cH:23][c:24]([I:28])[cH:25][cH:26][cH:27]3)=[O:29])[cH:18][cH:19]1)[O:9][CH2:8][CH2:7][CH:6]2[C:30](=[O:31])[O:32][CH3:33].[C:45](=[O:46])([O-:47])[O-:48].[CH3:34][c:35]1[c:36]([B:42]([OH:43])[OH:44])[cH:37][cH:38][cH:39][c:40]1[CH3:41].[CH3:51][c:52]1[cH:53][cH:54][cH:55][cH:56][cH:57]1.[Na+:49].[Na+:50].[OH2:135].[cH:58]1[cH:59][cH:60][c:61]([P:62]([Pd:63]([P:64]([c:65]2[cH:66][cH:67][cH:68][cH:69][cH:70]2)([c:71]2[cH:72][cH:73][cH:74][cH:75][cH:76]2)[c:77]2[cH:78][cH:79][cH:80][cH:81][cH:82]2)([P:83]([c:84]2[cH:85][cH:86][cH:87][cH:88][cH:89]2)([c:90]2[cH:91][cH:92][cH:93][cH:94][cH:95]2)[c:96]2[cH:97][cH:98][cH:99][cH:100][cH:101]2)[P:102]([c:103]2[cH:104][cH:105][cH:106][cH:107][cH:108]2)([c:109]2[cH:110][cH:111][cH:112][cH:113][cH:114]2)[c:115]2[cH:116][cH:117][cH:118][cH:119][cH:120]2)([c:121]2[cH:122][cH:123][cH:124][cH:125][cH:126]2)[c:127]2[cH:128][cH:129][cH:130][cH:131][cH:132]2)[cH:133][cH:134]1>>[C:1](#[N:2])[c:3]1[cH:4][c:5]2[c:10]([cH:11][c:12]1[O:13][c:14]1[cH:15][cH:16][c:17]([C:20]([NH:21][c:22]3[cH:23][c:24](-[c:36]4[c:35]([CH3:34])[c:40]([CH3:41])[cH:39][cH:38][cH:37]4)[cH:25][cH:26][cH:27]3)=[O:29])[cH:18][cH:19]1)[O:9][CH2:8][CH2:7][CH:6]2[C:30](=[O:31])[O:32][CH3:33]. Reactants: COC1=CC=C(CN2N=C(C(=C2)C2=CC(=NC=C2)NC)C=2C=C(C=CC2)NC(=O)NC2=CC=C(C=C2)C(F)(F)F)C=C1 (1-(3-{1-(4-methoxybenzyl)-4-[2-(methylamino)pyridin-4-yl]-1H-pyrazol-3-yl}phenyl)-3-[4-(trifluoromethyl)phenyl]urea), FC(C(=O)O)(F)F (trifluoroacetic acid). Run in C(C)OCC (diethylether). Run at temperature 70 celsius, time 6 hour. Product: CNC1=NC=CC(=C1)C=1C(=NNC1)C=1C=C(C=CC1)NC(=O)NC1=CC=C(C=C1)C(F)(F)F (1-(3-{4-[2-(methylamino)pyridin-4-yl]-1H-pyrazol-3-yl}phenyl)-3-[4-(trifluoromethyl)phenyl]urea). The yield is 63.2%. Reaction SMILES: COC1C=CC(C[N:8]2[CH:12]=[C:11]([C:13]3[CH:18]=[CH:17][N:16]=[C:15]([NH:19][CH3:20])[CH:14]=3)[C:10]([C:21]3[CH:22]=[C:23]([NH:27][C:28]([NH:30][C:31]4[CH:36]=[CH:35][C:34]([C:37]([F:40])([F:39])[F:38])=[CH:33][CH:32]=4)=[O:29])[CH:24]=[CH:25][CH:26]=3)=[N:9]2)=CC=1.FC(F)(F)C(O)=O>C(OCC)C>[CH3:20][NH:19][C:15]1[CH:14]=[C:13]([C:11]2[C:10]([C:21]3[CH:22]=[C:23]([NH:27][C:28]([NH:30][C:31]4[CH:36]=[CH:35][C:34]([C:37]([F:40])([F:38])[F:39])=[CH:33][CH:32]=4)=[O:29])[CH:24]=[CH:25][CH:26]=3)=[N:9][NH:8][CH:12]=2)[CH:18]=[CH:17][N:16]=1. Reported procedure: 200 mg (0.35 mmol) of 1-(3-{1-(4-methoxybenzyl)-4-[2-(methylamino)pyridin-4-yl]-1H-pyrazol-3-yl}phenyl)-3-[4-(trifluoromethyl)phenyl]urea were dissolved with 10 ml of trifluoroacetic acid and the solution was stirred at 70° C. for 6 hours. The solvent was then evaporated and the residue taken up with dichloromethane and washed with aqueous sodium hydrogenocarbonate. The organic layer was dried over sodium sulphate and evaporated again, affording, after trituration with diethylether, 100 mg (63%)... Starting materials: [F-].C(CCC)[N+](CCCC)(CCCC)CCCC (Tetrabutylammonium fluoride), solution, (±)-methyl-5-[[6-(1-t-butyldimethylilyloxy-3-(2-thienyl)propyl)]-1,3-benzodioxolyl]pentanoate, COC(CCCCC1OC2=C(O1)C=C(C=C2)C(CCC=2SC=CC2)O[Si](C)(C)C(C)(C)C)=O ((±)-Methyl-5-[[6-(1-t-butyldimethylsilyloxy-3-(2-thienyl)propyl)]-1.3-benzodioxolyl]pentanoate). Run in C1CCOC1 (THF), C1CCOC1 (THF), CCOC(=O)C (EtOAc). Yields the product COC(CCCCC1OC2=C(O1)C=C(C=C2)C(CCC=2SC=CC2)O)=O ((±)-Methyl-5-[[6-(1-hydroxy-3-(2-thienyl)propyl)]-1,3-benzodioxolyl]pentanoate). The yield is 99.0%. As a reaction SMILES: [F-].C([N+](CCCC)(CCCC)CCCC)CCC.[CH3:19][O:20][C:21](=[O:51])[CH2:22][CH2:23][CH2:24][CH2:25][CH:26]1[O:30][C:29]2[CH:31]=[C:32]([CH:35]([O:43][Si](C(C)(C)C)(C)C)[CH2:36][CH2:37][C:38]3[S:39][CH:40]=[CH:41][CH:42]=3)[CH:33]=[CH:34][C:28]=2[O:27]1>C1COCC1.CCOC(C)=O>[CH3:19][O:20][C:21](=[O:51])[CH2:22][CH2:23][CH2:24][CH2:25][CH:26]1[O:30][C:29]2[CH:31]=[C:32]([CH:35]([OH:43])[CH2:36][CH2:37][C:38]3[S:39][CH:40]=[CH:41][CH:42]=3)[CH:33]=[CH:34][C:28]=2[O:27]1 |f:0.1|. Procedure details: Tetrabutylammonium fluoride (0.58 mL of a 1.0M solution in THF, 0.58 mmol) was added to (±)-methyl-5-[[6-(1-t-butyldimethylilyloxy-3-(2-thienyl)propyl)]-1,3-benzodioxolyl]pentanoate (Compound E, 178 mg, 0.36 mmol) in THF (4.5 mL). After 16 hours the reaction was diluted with EtOAc and washed with H2O. The organic portion was dried (MgSO4) filtered and concentrated in vacuo. Flash column chromatography (silica gel, 2:1 hex/EtOAc) gave 135 mg (99%) of the title compound. 1H NMR (300 MHz, CDCl3) δ ... Starting materials: C(C(C)(C)C)(=O)OC1=C(C(=O)O)C(=C(C=C1)Br)C (2-Pivaloyloxy-5-bromo-6-methylbenzoic acid), COC=1C=C(C=C(C1OC)OC)C (3,4,5-trimethoxytoluene), O=P12OP3(=O)OP(=O)(O1)OP(=O)(O2)O3 (P2O5). The solvent is ClCCl (dichloromethane). Reaction conditions: time 16 hour. Yields the product BrC=1C=CC(=C(C(=O)C2=C(C(=C(C=C2C)OC)OC)OC)C1C)OC(C(C)(C)C)=O (5-Bromo-6,6'-dimethyl-2-pivaloyloxy-2',3',4'-trimethoxybenzophenone). As a reaction SMILES: [C:1]([O:7][C:8]1[CH:16]=[CH:15][C:14]([Br:17])=[C:13]([CH3:18])[C:9]=1[C:10]([OH:12])=O)(=[O:6])[C:2]([CH3:5])([CH3:4])[CH3:3].[CH3:19][O:20][C:21]1[CH:22]=[C:23]([CH3:31])[CH:24]=[C:25]([O:29][CH3:30])[C:26]=1[O:27][CH3:28].O=P12OP3(OP(OP(O3)(O1)=O)(=O)O2)=O>ClCCl>[Br:17][C:14]1[CH:15]=[CH:16][C:8]([O:7][C:1](=[O:6])[C:2]([CH3:3])([CH3:4])[CH3:5])=[C:9]([C:13]=1[CH3:18])[C:10]([C:22]1[C:23]([CH3:31])=[CH:24][C:25]([O:29][CH3:30])=[C:26]([O:27][CH3:28])[C:21]=1[O:20][CH3:19])=[O:12]. Reported procedure: A mixture of 50A (6.3 g, 20 mmol), 3,4,5-trimethoxytoluene (3.83 g; 21 mmol), P2O5 (12.0 g) and dichloromethane (100 ml) is stirred at room temperature for 16 hours. Subsequently, the dichloromethane is distilled off and the residue is diluted with water and ethyl acetate. The organic phase is washed with water and concentrated. The residue is purified by flash chromatography with petrol ethers/ethyl acetate (9:1 v/v) as eluent yielding the pure product as white crystals, 5.58 g, (58.2%). The reactants are C1(=CC=CC=C1)[C@@H](C)N1CCO[C@@H]2COC[C@@H]12 ((3aS,7aR)-7-((1R)-1-phenyl-ethyl)-hexahydro-2,4-dioxa-7-aza-indene), ClC(=O)OC(C)Cl (1-chloroethyl chloroformate). Solvent: ClCCCl (1,2-dichloroethane). Yields the product Cl.C1OC[C@H]2OCCN[C@H]12 ((3aS,7aR)-Hexahydro-2,4-dioxa-7-aza-indene Hydrochloride). As a reaction SMILES: C1([C@H]([N:9]2[C@H:17]3[C@@H:13]([CH2:14][O:15][CH2:16]3)[O:12][CH2:11][CH2:10]2)C)C=CC=CC=1.[Cl:18]C(OC(Cl)C)=O>ClCCCl>[ClH:18].[CH2:16]1[C@@H:17]2[C@H:13]([O:12][CH2:11][CH2:10][NH:9]2)[CH2:14][O:15]1 |f:3.4|. Procedure details: A solution of (3aS,7aR)-7-((1R)-1-phenyl-ethyl)-hexahydro-2,4-dioxa-7-aza-indene (1.0 g, 4.9 mmol) and 1-chloroethyl chloroformate (2.7 ml, 25 mmol) in 1,2-dichloroethane (15 mL) was refluxed for 15 hours and cooled to room temperature. After the reaction mixture was concentrated under reduced pressure, the resulting residue was dissolved into methanol and the mixture was refluxed for 2 hours. The reaction mixture was cooled to room temperature and concentrated. Ethyl acetate was added to the re...